This data is from the Open Reaction Database (ORD), a public repository of structured organic reaction records. The task is: describe an organic reaction: reactants, conditions, products, and yield Reactants: BrC=1C(=NC=C(C(=O)NC2C(CCCC2)O)C1)OCC(F)(F)F (5-Bromo-N-((1SR,2RS)-2-hydroxy-cyclohexyl)-6-(2,2,2-trifluoro-ethoxy)-nicotinamide). Run in CCCCCCC.C(C)(C)O (n-heptane isopropanol). The product is BrC=1C(=NC=C(C(=O)N[C@@H]2[C@@H](CCCC2)O)C1)OCC(F)(F)F (5-Bromo-N-((1S,2R)-2-hydroxy-cyclohexyl)-6-(2,2,2-trifluoro-ethoxy)-nicotinamide). Yield: 47.7%. Reaction SMILES: [Br:1][C:2]1[C:3]([O:18][CH2:19][C:20]([F:23])([F:22])[F:21])=[N:4][CH:5]=[C:6]([CH:17]=1)[C:7]([NH:9][CH:10]1[CH2:15][CH2:14][CH2:13][CH2:12][CH:11]1[OH:16])=[O:8]>CCCCCCC.C(O)(C)C>[Br:1][C:2]1[C:3]([O:18][CH2:19][C:20]([F:22])([F:23])[F:21])=[N:4][CH:5]=[C:6]([CH:17]=1)[C:7]([NH:9][C@H:10]1[CH2:15][CH2:14][CH2:13][CH2:12][C@H:11]1[OH:16])=[O:8] |f:1.2|. Reported procedure: 5-Bromo-N-((1SR,2RS)-2-hydroxy-cyclohexyl)-6-(2,2,2-trifluoro-ethoxy)-nicotinamide (91.3 g, 0.23 mol) was submitted to preparative HPLC on ChiralPak AD® (250×110 mm column) using n-heptane/isopropanol 85/15 as mobile phase. Baseline separation was achieved and the title compound (43.6 g) was isolated as colorless solid from the first peak; MS (ISP) 395.2, 397.2 (M−H); ORD (589 nM, 20° C., CHCl3) −21.6°. Conditions: temperature 20 celsius, time 16 hour. RXN SMILES: [Cl:1][C:2]1[CH:3]=[C:4]2[C:9](=[O:10])[N:8]([CH2:11][CH:12]([CH3:14])[CH3:13])[C:6](=[O:7])[C:5]2=[CH:15][C:16]=1[Cl:17]>CO.[BH4-].[K+]>[Cl:1][C:2]1[CH:3]=[C:4]2[C:5](=[CH:15][C:16]=1[Cl:17])[C:6](=[O:7])[N:8]([CH2:11][CH:12]([CH3:13])[CH3:14])[CH:9]2[OH:10] |f:2.3|. Yields the product ClC=1C=C2C(N(C(C2=CC1Cl)=O)CC(C)C)O (5,6-dichloro-3-hydroxy-2-isobutyl-2,3-dihydroisoindol-1-one). Reactants: ClC=1C=C2C(C(=O)N(C2=O)CC(C)C)=CC1Cl (4,5-dichloro-N-isobutylphthalimide). Reported procedure: 5,6-Dichloro-3-hydroxy-2-isobutyl-2,3-dihydroisoindol-1-one is prepared as described in Example 1, starting with 3.78 g of 4,5-dichloro-N-isobutylphthalimide in 75 cm3 of methanol and 0.75 g of potassium borohydride. The reaction mixture is stirred at a temperature in the region of 20° C. for 16 hours and is then cooled to a temperature in the region of 0° C. and distilled water is added dropwise. The methanol is then partially evaporated off under reduced pressure (2 kPa) at a temperature in th... The solvent is CO (methanol), [BH4-].[K+] (potassium borohydride). Isolated yield 89.8%. Starting materials: [Na] (sodium), C[O-].[Na+] (NaOMe), [Na] (sodium), C(C)OC(C[C@@H](NC(CC(C)=O)=O)C1=C(C=C(C=C1)F)Br)=O ((R)-3-(2-bromo-4-fluoro-phenyl)-3-(3-oxo-butyrylamino)-propionic acid ethyl ester). The solvent is CO (MeOH), CO (MeOH). Run at temperature 100 celsius. The product is BrC1=C(C=CC(=C1)F)[C@H]1CC(\C(\C(N1)=O)=C(\C)/O)=O ((R,E)-6-(2-bromo-4-fluorophenyl)-3-(1-hydroxyethylidene)piperidine-2,4-dione). RXN SMILES: [Na].C(O[C:5](=[O:23])[CH2:6][C@H:7]([C:15]1[CH:20]=[CH:19][C:18]([F:21])=[CH:17][C:16]=1[Br:22])[NH:8][C:9](=[O:14])[CH2:10][C:11](=[O:13])[CH3:12])C.C[O-].[Na+]>CO>[Br:22][C:16]1[CH:17]=[C:18]([F:21])[CH:19]=[CH:20][C:15]=1[C@@H:7]1[NH:8][C:9](=[O:14])/[C:10](=[C:11](/[OH:13])\[CH3:12])/[C:5](=[O:23])[CH2:6]1 |f:2.3,^1:0|. Procedure: To a flask containing 30 mL dry MeOH was added sodium metal (1.00 g, 43.5 mmol, 3.4 eq.). The mixture was stirred vigorously until sodium is dissolved. To a pressure vessel containing 31F (4.81 g, 12.9 mmol, 1.0 eq.) in MeOH (50 mL) was added the freshly prepared NaOMe solution. The pressure vessel was sealed and heated at 100° C. overnight. LC/MS analysis showed the product as the major signal. The reaction mixture was concentrated and then diluted with methylene chloride (500 mL) and aqueous 1...